Dataset: the Open Reaction Database (ORD), a public repository of structured organic reaction records. Task: describe an organic reaction: reactants, conditions, products, and yield Reactants: B(OC)(OC)OC (trimethyl borate), Cl (HCl), BrC1=CC=NC2=C3N=CC=C(C3=CC=C12)C1=CC=CC=C1 (4-Bromo-7-phenyl-1,10-phenanthroline), [Li]CCCC (n-BuLi). Solvent: C1CCOC1 (THF), C1CCOC1 (THF), CCCCCC (n-hexane). Conditions: temperature -39 celsius, time 30 minute. Yields the product C1(=CC=CC=C1)C=1C2=CC=C3C(=CC=NC3=C2N=CC1)B(O)O (7-phenyl-1,10-phenanthrolin-4-ylboronic acid). As a reaction SMILES: Br[C:2]1[C:15]2[C:6](=[C:7]3[C:12](=[CH:13][CH:14]=2)[C:11]([C:16]2[CH:21]=[CH:20][CH:19]=[CH:18][CH:17]=2)=[CH:10][CH:9]=[N:8]3)[N:5]=[CH:4][CH:3]=1.[Li]CCCC.[B:27](OC)([O:30]C)[O:28]C.Cl>C1COCC1.CCCCCC>[C:16]1([C:11]2[C:12]3[C:7]([N:8]=[CH:9][CH:10]=2)=[C:6]2[C:15]([C:2]([B:27]([OH:30])[OH:28])=[CH:3][CH:4]=[N:5]2)=[CH:14][CH:13]=3)[CH:21]=[CH:20][CH:19]=[CH:18][CH:17]=1. Procedure: 4-Bromo-7-phenyl-1,10-phenanthroline (1.42 g) is dissolved in THF solvent (15 mL). The mixture is cooled to −39° C. and added over a period of 20 minutes to an n-hexane solution of n-BuLi (1.5 M; 3.12 mL) which has been cooled to −78° C. The reaction mixture is stirred for 30 minutes, followed by the addition of trimethyl borate (0.49 mL) in THF at −39° C. is added over a period of 20 minutes. The reaction mixture is maintained at −78° C. for one hour, then allowed to warn to room temperature ov... Starting materials: C(C1=CC=CC=C1)OC(CN(C1CC2=CC=CC=C2C1)C(CCl)=O)=O (N-Chloroacetyl-N-(indan-2-yl)glycine benzyl ester), C(C)OC(CNCC1=CC=CC=C1)=O (N-benzylglycine ethyl ester), C([O-])([O-])=O.[K+].[K+] (potassium carbonate). The solvent is C(C)C(=O)C (methyl ethyl ketone). Product: C(C1=CC=CC=C1)OC(CN(C1CC2=CC=CC=C2C1)C(CN(CC1=CC=CC=C1)CC(=O)OCC)=O)=O (N-ethoxycarbonylmethyl-N-benzylglycyl-N-(indan-2-yl)glycine benzyl ester). Isolated yield 69.5%. RXN SMILES: [CH2:1]([O:8][C:9](=[O:25])[CH2:10][N:11]([C:21](=[O:24])[CH2:22]Cl)[CH:12]1[CH2:20][C:19]2[C:14](=[CH:15][CH:16]=[CH:17][CH:18]=2)[CH2:13]1)[C:2]1[CH:7]=[CH:6][CH:5]=[CH:4][CH:3]=1.[CH2:26]([O:28][C:29](=[O:39])[CH2:30][NH:31][CH2:32][C:33]1[CH:38]=[CH:37][CH:36]=[CH:35][CH:34]=1)[CH3:27].C(=O)([O-])[O-].[K+].[K+]>C(C(C)=O)C>[CH2:1]([O:8][C:9](=[O:25])[CH2:10][N:11]([C:21](=[O:24])[CH2:22][N:31]([CH2:30][C:29]([O:28][CH2:26][CH3:27])=[O:39])[CH2:32][C:33]1[CH:38]=[CH:37][CH:36]=[CH:35][CH:34]=1)[CH:12]1[CH2:20][C:19]2[C:14](=[CH:15][CH:16]=[CH:17][CH:18]=2)[CH2:13]1)[C:2]1[CH:7]=[CH:6][CH:5]=[CH:4][CH:3]=1 |f:2.3.4|. Procedure details: N-Chloroacetyl-N-(indan-2-yl)glycine benzyl ester (3 g) and 2 g of N-benzylglycine ethyl ester are dissolved in 50 ml of methyl ethyl ketone, 10 g of potassium carbonate is added, and the mixture is refluxed for 24 hours with stirring. After cooling, the insoluble matter is filtered off, and the filtrate is distilled under reduced pressure to give an oil. This is purified by silica gel column chromatography to give 3 g of N-ethoxycarbonylmethyl-N-benzylglycyl-N-(indan-2-yl)glycine benzyl ester a... Reported procedure: A 50-L, 5-necked flask equipped with a mechanical stirrer and a thermometer was flushed with nitrogen overnight. Working under nitrogen, the flask was charged with the product from Step B (855 g, 2.68 mol) and t-butyl methyl ether (MTBE, 12.5 L). The stirred suspension was cooled to -40° C. using a dry-ice/2-propanol bath and (+)-β-chlorodiisopino-campheylborane (4.5 L of a 1.2M solution in MTBE, 5.4 mol) was added via a cannula over 30 minutes, causing the temperature to rise to -32° C. The rea... The product is ClC1=CC=2[C@@H](CNS(C2S1)(=O)=O)O ((S)-6-Chloro-3,4-dihydro-4-hydroxy-2H-thieno[3,2-e]-1,2-thiazine 1,1-dioxide). Starting materials: 50-L, [OH-].[Na+] (sodium hydroxide), C(C)(=O)C1=C(SC(=C1)Cl)S(=O)(=O)NC1=CC=C(C=C1)CCO (3-Acetyl-5-chloro-N-[4-(2-hydroxyethyl)phenyl]-thiophene-2-sulfonamide), B([C@H]1CC2CC([C@@H]1C)C2(C)C)([C@H]3CC4CC([C@@H]3C)C4(C)C)Cl ((+)-β-chlorodiisopino-campheylborane), solution. Conditions: temperature -40 celsius, time 2 hour. Solvent: COC(C)(C)C (t-butyl methyl ether), CC(C)(C)OC (MTBE). Reaction SMILES: [C:1]([C:4]1[CH:8]=[C:7]([Cl:9])[S:6][C:5]=1[S:10]([NH:13][C:14]1C=CC(CCO)=CC=1)(=[O:12])=[O:11])(=[O:3])C.B(Cl)([C@@H]1[C@@H](C)C2C(C)(C)C(C2)C1)[C@@H]1[C@@H](C)C2C(C)(C)C(C2)C1.[OH-].[Na+]>CC(OC)(C)C>[Cl:9][C:7]1[S:6][C:5]2[S:10](=[O:11])(=[O:12])[NH:13][CH2:14][C@@H:1]([OH:3])[C:4]=2[CH:8]=1 |f:2.3|. The reactants are N1(CCCC1)CCOC1=CC=C(C=C1)NC(=S)N ([4-(2-pyrrolidin-1-yl-ethoxy)-phenyl]-thiourea), [Si](C)(C)(C)Br (Me3SiBr), CS(=O)C (DMSO), C1(=CC=CC=C1)CC=O (phenylacetaldehyde). Solvent: CC#N (CH3CN), CC#N (CH3CN). Run at temperature 0 celsius, time 50 minute. The product is C1(=CC=CC=C1)C1=CN=C(S1)NC1=CC=C(C=C1)OCCN1CCCC1 ((5-Phenyl-thiazol-2-yl)-[4-(2-pyrrolidin-1-yl-ethoxy)-phenyl]-amine). As a reaction SMILES: [Si](Br)(C)(C)C.CS(C)=O.[C:10]1([CH2:16][CH:17]=O)[CH:15]=[CH:14][CH:13]=[CH:12][CH:11]=1.[N:19]1([CH2:24][CH2:25][O:26][C:27]2[CH:32]=[CH:31][C:30]([NH:33][C:34]([NH2:36])=[S:35])=[CH:29][CH:28]=2)[CH2:23][CH2:22][CH2:21][CH2:20]1>CC#N>[C:10]1([C:16]2[S:35][C:34]([NH:33][C:30]3[CH:31]=[CH:32][C:27]([O:26][CH2:25][CH2:24][N:19]4[CH2:23][CH2:22][CH2:21][CH2:20]4)=[CH:28][CH:29]=3)=[N:36][CH:17]=2)[CH:11]=[CH:12][CH:13]=[CH:14][CH:15]=1. Procedure details: Me3SiBr (0.052 mL, 0.384 mmol, 1.1 equiv) and DMSO (0.027 mL, 0.384 mmol, 1.1 equiv) are added sequentially and dropwise to a cold (0° C.) solution of phenylacetaldehyde (42 mg, 0.349 mmol) in CH3CN (0.66 mL), under an argon atmosphere. The resulting mixture is stirred at 0° C. for 50 min, allowed to warm to RT and to stir for 10 min. CH3CN (0.97 mL) is added to the reaction mixture, followed by addition of [4-(2-pyrrolidin-1-yl-ethoxy)-phenyl]-thiourea (93 mg, 0.349 mmol). The reaction mixture ... Starting materials: [Br-], COc1ccc(-c2ccc(Br)cc2)cc1, CCOC(=O)CBr, CC[Mg+], COCOC, CN(C)P(=O)(N(C)C)N(C)C, Cl, C1CCOC1, [Zn], c1ccc(P(c2ccccc2)c2ccccc2)cc1. Product: CCOC(=O)Cc1ccc(-c2ccc(OC)cc2)cc1. As a reaction SMILES: [Br-:20].[Br:24][c:25]1[cH:26][cH:27][c:28](-[c:31]2[cH:32][cH:33][c:34]([O:37][CH3:38])[cH:35][cH:36]2)[cH:29][cH:30]1.[Br:39][CH2:40][C:41](=[O:42])[O:43][CH2:44][CH3:45].[CH2:21]([Mg+:22])[CH3:23].[CH3:52][O:53][CH2:54][O:55][CH3:56].[CH3:58][N:59]([CH3:60])[P:61](=[O:62])([N:63]([CH3:64])[CH3:65])[N:66]([CH3:67])[CH3:68].[ClH:46].[O:47]1[CH2:48][CH2:49][CH2:50][CH2:51]1.[Zn:57].[c:1]1([P:2]([c:3]2[cH:4][cH:5][cH:6][cH:7][cH:8]2)[c:9]2[cH:10][cH:11][cH:12][cH:13][cH:14]2)[cH:15][cH:16][cH:17][cH:18][cH:19]1>>[c:25]1([CH2:40][C:41](=[O:42])[O:43][CH2:44][CH3:45])[cH:26][cH:27][c:28](-[c:31]2[cH:32][cH:33][c:34]([O:37][CH3:38])[cH:35][cH:36]2)[cH:29][cH:30]1.